Dataset: the Open Reaction Database (ORD), a public repository of structured organic reaction records. Task: describe an organic reaction: reactants, conditions, products, and yield Reactants: CN1C=C(C2=CC=CC=C12)C=1C(OC(C1C1=CSC=C1)=O)=O (3-(1-methyl-3-indolyl)-4-(3-thienyl)furan-2,5-dione), CN(C)C=O (DMF), N (ammonia). The solvent is O (water). Run at temperature 140 celsius. Product: CN1C=C(C2=CC=CC=C12)C=1C(NC(C1C1=CSC=C1)=O)=O (3-(1-methyl-3-indolyl)-4-(3-thienyl)-1H-pyrrole-2,5-dione). As a reaction SMILES: [CH3:1][N:2]1[C:10]2[C:5](=[CH:6][CH:7]=[CH:8][CH:9]=2)[C:4]([C:11]2[C:12](=O)[O:13][C:14](=[O:21])[C:15]=2[C:16]2[CH:20]=[CH:19][S:18][CH:17]=2)=[CH:3]1.C[N:24](C=O)C.N>O>[CH3:1][N:2]1[C:10]2[C:5](=[CH:6][CH:7]=[CH:8][CH:9]=2)[C:4]([C:11]2[C:12](=[O:13])[NH:24][C:14](=[O:21])[C:15]=2[C:16]2[CH:20]=[CH:19][S:18][CH:17]=2)=[CH:3]1. Reported procedure: 0.28 g of 3-(1-methyl-3-indolyl)-4-(3-thienyl)furan-2,5-dione was treated with 10 ml of DMF and 40 ml of 33% aqueous ammonia. The mixture was heated at 140° C. for 4 hours. The cooled solution was poured into 150 ml of water and the resulting precipitate was filtered off and dried to give 0.15 g of 3-(1-methyl-3-indolyl)-4-(3-thienyl)-1H-pyrrole-2,5-dione, m.p. 211°-212° C. The reagents and catalysts are [Zn] (zinc). Run at temperature 100 celsius, time 30 minute. Solvent: C(C)(=O)O (acetic acid), O (water). Reaction SMILES: [N+]([C:4]1[CH:18]=[CH:17][C:7]2[N:8]=[C:9]([C:11]3[CH:16]=[CH:15][CH:14]=[CH:13][CH:12]=3)[O:10][C:6]=2[C:5]=1[CH2:19][C:20]#[N:21])([O-])=O.[OH:22]S(O)(=O)=O.O>O.C(O)(=O)C.[Zn]>[C:11]1([C:9]2[O:10][C:6]3[C:7]([N:8]=2)=[CH:17][CH:18]=[C:4]2[C:5]=3[CH2:19][C:20](=[O:22])[NH:21]2)[CH:12]=[CH:13][CH:14]=[CH:15][CH:16]=1 |f:1.2|. The product is C1(=CC=CC=C1)C=1OC2=C3CC(NC3=CC=C2N1)=O (2-phenyl-6,8-dihydro-oxazolo[5,4-e]indol-7-one). Procedure: A solution of (6-nitro-2-phenyl-benzoxazole-7-yl)-acetonitrile (66 mg 0.23 mmol) (Starting Material 7) was suspended in concentrated H2SO4/H2O (1/1, 2 mL)) and stirred at 100° C. for 30 min. The resulting solution was diluted with water and extracted with ethyl acetate, and the combined organic extracts were dried over anhydrous magnesium sulfate and concentrated in vacuo to give the crude acid. To a solution of the crude acid in acetic acid (3 mL) heated at reflux was added excess zinc dust (12... The reactants are [N+](=O)([O-])C1=C(C2=C(N=C(O2)C2=CC=CC=C2)C=C1)CC#N ((6-nitro-2-phenyl-benzoxazole-7-yl)-acetonitrile), crude acid, [N+](=O)([O-])C1=C(C2=C(N=C(O2)C2=CC=CC=C2)C=C1)CC#N ((6-nitro-2-phenyl-benzoxazole-7-yl)-acetonitrile), OS(=O)(=O)O.O (H2SO4 H2O). Reactants: CCOC(OCC)P(=O)(CC(C[N+](=O)[O-])c1ccc(OC)cc1)OCC, CCO, [H][H], N. The product is CCOC(OCC)P(=O)(CC(CN)c1ccc(OC)cc1)OCC. Reaction SMILES: [CH3:1][O:2][c:3]1[cH:4][cH:5][c:6]([CH:9]([CH2:10][P:11]([O:12][CH2:13][CH3:14])(=[O:15])[CH:16]([O:17][CH2:18][CH3:19])[O:20][CH2:21][CH3:22])[CH2:23][N+:24]([O-:25])=[O:26])[cH:7][cH:8]1.[CH3:30][CH2:31][OH:32].[H:28][H:29].[NH3:27]>>[CH3:1][O:2][c:3]1[cH:4][cH:5][c:6]([CH:9]([CH2:10][P:11]([O:12][CH2:13][CH3:14])(=[O:15])[CH:16]([O:17][CH2:18][CH3:19])[O:20][CH2:21][CH3:22])[CH2:23][NH2:24])[cH:7][cH:8]1. Starting materials: ClC=1C=C(COC2=CC=C(C=C2)C(COC=2C=C(C#N)C=CC2F)=O)C=CC1Cl (3-{2-[4-(3,4-dichloro-benzyloxy)-phenyl]-2-oxo-ethoxy}-4-fluoro-benzonitrile). Solvent: C1CCOC1 (THF), C1(=CC=CC=C1)C (toluene), C1CCOC1 (THF). Run at time 15 minute. The product is ClC=1C=C(COC2=CC=C(C=C2)[C@@H](COC=2C=C(C#N)C=CC2F)O)C=CC1Cl (3-{(S)-2-[4-(3,4-Dichloro-benzyloxy)-phenyl]-2-hydroxy-ethoxy}-4-fluoro-benzonitrile). RXN SMILES: [Cl:1][C:2]1[CH:3]=[C:4]([CH:26]=[CH:27][C:28]=1[Cl:29])[CH2:5][O:6][C:7]1[CH:12]=[CH:11][C:10]([C:13](=[O:25])[CH2:14][O:15][C:16]2[CH:17]=[C:18]([CH:21]=[CH:22][C:23]=2[F:24])[C:19]#[N:20])=[CH:9][CH:8]=1>C1(C)C=CC=CC=1.C1COCC1>[Cl:1][C:2]1[CH:3]=[C:4]([CH:26]=[CH:27][C:28]=1[Cl:29])[CH2:5][O:6][C:7]1[CH:12]=[CH:11][C:10]([C@H:13]([OH:25])[CH2:14][O:15][C:16]2[CH:17]=[C:18]([CH:21]=[CH:22][C:23]=2[F:24])[C:19]#[N:20])=[CH:9][CH:8]=1. Procedure: 400 mL dry THF, 93 mL of 1M (S)-CBS reagent in toluene, and 30.3 g borane-diethylaniline complex were stirred together 10 min at rt. 3-{2-[4-(3,4-dichloro-benzyloxy)-phenyl]-2-oxo-ethoxy}-4-fluoro-benzonitrile (40 g) in 1.2 L dry THF was then added through an addition funnel at rt over 10 min. The mixture stirred for 15 min, then was quenched by slow addition of 100 mL MeOH. After gas evolution ceased the mixture was evaporated to a yellow oil. The oil was dissolved in 200 mL diethyl ether, prec... Conditions: time 2 hour. Reported procedure: Over a period of 2 h, a solution of 100.0 mg (0.24 mmol) of methyl 6-hydroxy-8-{2-[(5-phenylpentyl)oxy]phenyl}octanoate from Ex. XXXIa and 63.32 mg (0.36 mmol) of DEAD in 2.5 ml of THF was added dropwise to a solution of 55.32 mg (0.36 mmol) of methyl 4-hydroxybenzoate and 95.36 mg (0.36 mmol) of triphenylphosphine in 2.5 ml of THF. The mixture was stirred at RT for 18 h, 40 ml of diethyl ether were added, the mixture was filtered and the solvent was removed. The product was purified chromatogra... Reactants: OC(CCCCC(=O)OC)CCC1=C(C=CC=C1)OCCCCCC1=CC=CC=C1 (methyl 6-hydroxy-8-{2-[(5-phenylpentyl)oxy]phenyl}octanoate), CCOC(=O)/N=N/C(=O)OCC (DEAD), OC1=CC=C(C(=O)OC)C=C1 (methyl 4-hydroxybenzoate), C1(=CC=CC=C1)P(C1=CC=CC=C1)C1=CC=CC=C1 (triphenylphosphine). The product is COC(=O)C1=CC=C(OC(CCCCC(=O)OC)CCC2=C(C=CC=C2)OCCCCC2=CC=CC=C2)C=C1 (Methyl 6-(4-(methoxycarbonyl)phenoxy]-8-[2-(4-phenylbutoxy)-phenyl]octanoate). Run in C1CCOC1 (THF), C1CCOC1 (THF), C(C)OCC (diethyl ether). RXN SMILES: [OH:1][CH:2]([CH2:11][CH2:12][C:13]1[CH:18]=[CH:17][CH:16]=[CH:15][C:14]=1[O:19][CH2:20][CH2:21][CH2:22][CH2:23][CH2:24][C:25]1[CH:30]=[CH:29][CH:28]=[CH:27]C=1)[CH2:3][CH2:4][CH2:5][CH2:6][C:7]([O:9][CH3:10])=[O:8].CCOC(/N=N/C(OCC)=O)=O.O[C:44]1[CH:53]=[CH:52][C:47]([C:48]([O:50][CH3:51])=[O:49])=[CH:46][CH:45]=1.C1(P(C2C=CC=CC=2)C2C=CC=CC=2)C=CC=CC=1>C1COCC1.C(OCC)C>[CH3:51][O:50][C:48]([C:47]1[CH:52]=[CH:53][C:44]([O:1][CH:2]([CH2:11][CH2:12][C:13]2[CH:18]=[CH:17][CH:16]=[CH:15][C:14]=2[O:19][CH2:20][CH2:21][CH2:22][CH2:23][C:24]2[CH:25]=[CH:30][CH:29]=[CH:28][CH:27]=2)[CH2:3][CH2:4][CH2:5][CH2:6][C:7]([O:9][CH3:10])=[O:8])=[CH:45][CH:46]=1)=[O:49].